Task: describe an organic reaction: reactants, conditions, products, and yield. Dataset: the Open Reaction Database (ORD), a public repository of structured organic reaction records Starting materials: C(C)(=O)O (acetic acid), 3, COC1=C(C=CC(=C1)OC)CCCCC(=O)O (5-(2,4-Dimethoxyphenyl)pentanoic Acid), Br (hydrobromic acid). Yields the product OC1=C(C=CC(=C1)O)CCCCC(=O)OC (Methyl 5-(2,4-dihydroxyphenyl)pentanoate). Yield: 55.0%. RXN SMILES: C[O:2][C:3]1[CH:8]=[C:7]([O:9]C)[CH:6]=[CH:5][C:4]=1[CH2:11][CH2:12][CH2:13][CH2:14][C:15]([OH:17])=[O:16].Br.[C:19](O)(=O)C>>[OH:2][C:3]1[CH:8]=[C:7]([OH:9])[CH:6]=[CH:5][C:4]=1[CH2:11][CH2:12][CH2:13][CH2:14][C:15]([O:17][CH3:19])=[O:16]. Procedure details: A 1 liter 3 neck round-bottomed flask was charged with 35.7 g (150 mmols) of the 5-(2,4-dimethoxyphenyl)-pentanoic acid (4a) and a stir bar. The flask was set into a suitably sized heating mantle supported on a stirring plate with a strong stirring magnet. The flask was fitted with a thermometer, reflux condenser, and argon inlet. Then 400 ml of acetic acid was added via the thermometer port. The mixture was stirred and warmed to dissolve the solid. This was followed by addition of 68 ml (600 mm...